Dataset: the Open Reaction Database (ORD), a public repository of structured organic reaction records. Task: describe an organic reaction: reactants, conditions, products, and yield Reagents/catalysts: CN(C)C=1C=CN=CC1 (DMAP). Reported procedure: To a solution of (R)-tert-butyl 3-((R)-(2-aminoethoxy)(m-tolyl)methyl)piperidine-1-carboxylate and DMAP in anhydrous CH2Cl2, Et3N was added. The resulting mixture was cooled to 0-5° C. under ice-water bath, a solution of methyl chloroformate in anhydrous CH2Cl2 was added dropwise. After addition, the reaction mixture was stirred for 1-2 hr at 0-5° C. Water was added to quench the reaction. The aqueous layer was extracted with CH2Cl2, the combined organic layers were washed with 10% citric acid a... Reaction conditions: temperature 2.5 celsius, time 1.5 hour. Reaction SMILES: [NH2:1][CH2:2][CH2:3][O:4][C@@H:5]([C:19]1[CH:20]=[C:21]([CH3:25])[CH:22]=[CH:23][CH:24]=1)[C@@H:6]1[CH2:11][CH2:10][CH2:9][N:8]([C:12]([O:14][C:15]([CH3:18])([CH3:17])[CH3:16])=[O:13])[CH2:7]1.Cl[C:27]([O:29][CH3:30])=[O:28].O>CN(C1C=CN=CC=1)C.C(Cl)Cl.CCN(CC)CC>[CH3:30][O:29][C:27]([NH:1][CH2:2][CH2:3][O:4][C@@H:5]([C:19]1[CH:20]=[C:21]([CH3:25])[CH:22]=[CH:23][CH:24]=1)[C@@H:6]1[CH2:11][CH2:10][CH2:9][N:8]([C:12]([O:14][C:15]([CH3:18])([CH3:17])[CH3:16])=[O:13])[CH2:7]1)=[O:28]. The solvent is C(Cl)Cl (CH2Cl2), C(Cl)Cl (CH2Cl2), CCN(CC)CC (Et3N). Yields the product COC(=O)NCCO[C@H]([C@H]1CN(CCC1)C(=O)OC(C)(C)C)C=1C=C(C=CC1)C ((R)-tert-butyl 3-((R)-(2-(methoxycarbonylamino)ethoxy)(m-tolyl)methyl)piperidine-1-carboxylate). The reactants are ClC(=O)OC (methyl chloroformate), NCCO[C@H]([C@H]1CN(CCC1)C(=O)OC(C)(C)C)C=1C=C(C=CC1)C ((R)-tert-butyl 3-((R)-(2-aminoethoxy)(m-tolyl)methyl)piperidine-1-carboxylate), O (Water).